Task: describe an organic reaction: reactants, conditions, products, and yield. Dataset: the Open Reaction Database (ORD), a public repository of structured organic reaction records Reactants: Cc1cc(Br)c([N+](=O)[O-])c(Br)n1, CO, C1CCOC1, O. The product is Cc1cc(Br)c(N)c(Br)n1. RXN SMILES: [Br:1][c:2]1[n:3][c:4]([CH3:12])[cH:5][c:6]([Br:11])[c:7]1[N+:8]([O-:9])=[O:10].[CH3:13][OH:14].[O:15]1[CH2:16][CH2:17][CH2:18][CH2:19]1.[OH2:20]>>[Br:1][c:2]1[n:3][c:4]([CH3:12])[cH:5][c:6]([Br:11])[c:7]1[NH2:8]. The reactants are C(C1=CC=CC=C1)OC1=CC=C(C=C1)/C=C/C(=O)C1CC1 ((2E)-3-[4-(Benzyloxy)phenyl]-1-cyclopropyl-2-propen-1-one), CC(=O)C (acetone), OO (hydrogen peroxide), aqueous solution, [OH-].[Na+] (NaOH). Run in O (H2O), CCO (EtOH). The product is C(C1=CC=CC=C1)OC1=CC=C(C=C1)[C@H]1[C@@H](O1)C(=O)C1CC1 ({(2R,3S)-3-[4-(benzyloxy)phenyl]-2-oxiranyl}(cyclopropyl)methanone). RXN SMILES: [CH2:1]([O:8][C:9]1[CH:14]=[CH:13][C:12](/[CH:15]=[CH:16]/[C:17]([CH:19]2[CH2:21][CH2:20]2)=[O:18])=[CH:11][CH:10]=1)[C:2]1[CH:7]=[CH:6][CH:5]=[CH:4][CH:3]=1.CC(C)=[O:24].OO.[OH-].[Na+]>CCO.O>[CH2:1]([O:8][C:9]1[CH:10]=[CH:11][C:12]([C@@H:15]2[O:24][C@H:16]2[C:17]([CH:19]2[CH2:21][CH2:20]2)=[O:18])=[CH:13][CH:14]=1)[C:2]1[CH:3]=[CH:4][CH:5]=[CH:6][CH:7]=1 |f:3.4|. Reported procedure: (2E)-3-[4-(Benzyloxy)phenyl]-1-cyclopropyl-2-propen-1-one (6.25 g) was suspended in EtOH (67.5 ml), acetone (22.5 ml) To this mixture was added hydrogen peroxide 30% aqueous solution (4.5 ml), and 3M NaOH (4.5 ml), and the mixture was stirred at ambient temperature for l day. The mixture was diluted with H2O. White precipitates were collected and washed with H2O, and air dried to give {(2R,3S)-3-[4-(benzyloxy)phenyl]-2-oxiranyl}(cyclopropyl)methanone (6.27 g).